This data is from the Open Reaction Database (ORD), a public repository of structured organic reaction records. The task is: describe an organic reaction: reactants, conditions, products, and yield Starting materials: [N+](=O)([O-])C1=C(C=CC=C1)CC=O (2-nitrophenylacetaldehyde), C(C)(=O)O (acetic acid), mixture, Cl (hydrochloric acid), C(C)(=O)O (acetic acid), Cl.C1(=CC=CC2=CC=CC=C12)NN (1-naphthylhydrazine hydrochloride), C(C)(=O)O (acetic acid). Product: [N+](=O)([O-])C1=C(C=CC=C1)C=1C=CC=2C(=CC=C3C=CNC23)C1 (7-(2-nitrophenyl)benz[g]indole). Yield: 32.0%. As a reaction SMILES: Cl.[C:2]1([NH:12]N)[C:11]2[C:6](=[CH:7][CH:8]=[CH:9][CH:10]=2)[CH:5]=[CH:4][CH:3]=1.[N+:14]([C:17]1[CH:22]=[CH:21][CH:20]=[CH:19][C:18]=1CC=O)([O-:16])=[O:15].Cl.[C:27](O)(=O)[CH3:28]>>[N+:14]([C:17]1[CH:22]=[CH:21][CH:20]=[CH:19][C:18]=1[C:8]1[CH:9]=[CH:10][C:11]2[C:6]([CH:7]=1)=[CH:5][CH:4]=[C:3]1[C:2]=2[NH:12][CH:28]=[CH:27]1)([O-:16])=[O:15] |f:0.1|. Reported procedure: A suspension of 4.24 g (22.5 mmol) of 1-naphthylhydrazine hydrochloride in acetic acid (35 ml) was slowly boiled and a solution of 3.4 g (20.6 mmol) of 2-nitrophenylacetaldehyde in acetic acid (15 ml) was dropped thereinto under stirring. After the completion of the dropping, the obtained mixture was heated under reflux for 1 hour. Then 20 ml of a mixture of 1 N hydrochloric acid with acetic acid was further added thereto and the obtained mixture was heated under reflux for additional 1 hour. Af... The reactants are BrC1=C(C=C(C(=C1)Cl)SC)N (2-bromo-4-chloro-5-methylsulfanyl-phenylamine), N1=CC=CC=C1 (pyridine), C(=O)(Cl)Cl (phosgene). The reagents and catalysts are CN(C)C=1C=CN=CC1 (DMAP). Solvent: C1(=CC=CC=C1)C (toluene), C1(=CC=CC=C1)C (toluene). Conditions: time 2 hour. Yields the product BrC1=C(C=C(C(=C1)Cl)SC)N=C=O (1-bromo-5-chloro-2-isocyanato-4-methylsulfanyl-benzene). Reaction SMILES: [Br:1][C:2]1[CH:7]=[C:6]([Cl:8])[C:5]([S:9][CH3:10])=[CH:4][C:3]=1[NH2:11].N1C=CC=CC=1.[C:18](Cl)(Cl)=[O:19]>C1(C)C=CC=CC=1.CN(C1C=CN=CC=1)C>[Br:1][C:2]1[CH:7]=[C:6]([Cl:8])[C:5]([S:9][CH3:10])=[CH:4][C:3]=1[N:11]=[C:18]=[O:19]. Reported procedure: To a solution of 2-bromo-4-chloro-5-methylsulfanyl-phenylamine (0.10 g, 0.396 mmol) in toluene (3 ml) was added pyridine (0.042 ml, 0.515 mmol), DMAP (0.048 g, 0.396 mmol) and 20% phosgene in toluene (0.225 ml, 0.436 mmol). The mixture was stirred at room temperature for two hours, then filtered. The filtrate was concentrated to dryness to give 1-bromo-5-chloro-2-isocyanato-4-methylsulfanyl-benzene (0.095 g) as a white solid that was used directly in the next step. Reactants: CC(=O)c1cc(Br)cs1, CCOC(C)=O, Cc1c(NC(=O)CC(C)(C)C)c(C)c2c(c1B(O)O)OCC2c1ccc(C(C)C)cc1, CCCCCC. The product is CC(=O)c1cc(-c2c(C)c(NC(=O)CC(C)(C)C)c(C)c3c2OCC3c2ccc(C(C)C)cc2)cs1. Reaction SMILES: [C:32]([CH3:33])(=[O:34])[c:35]1[s:36][cH:37][c:38]([Br:40])[cH:39]1.[C:41]([O:42][CH2:43][CH3:44])(=[O:45])[CH3:46].[CH3:1][C:2]([CH2:3][C:4](=[O:5])[NH:6][c:7]1[c:8]([CH3:29])[c:9]([B:26]([OH:27])[OH:28])[c:10]2[c:11]([c:24]1[CH3:25])[CH:12]([c:15]1[cH:16][cH:17][c:18]([CH:21]([CH3:22])[CH3:23])[cH:19][cH:20]1)[CH2:13][O:14]2)([CH3:30])[CH3:31].[CH3:47][CH2:48][CH2:49][CH2:50][CH2:51][CH3:52]>>[CH3:1][C:2]([CH2:3][C:4](=[O:5])[NH:6][c:7]1[c:8]([CH3:29])[c:9]2[c:10]([c:11](-[c:38]3[cH:37][s:36][c:35]([C:32]([CH3:33])=[O:34])[cH:39]3)[c:24]1[CH3:25])[O:14][CH2:13][CH:12]2[c:15]1[cH:16][cH:17][c:18]([CH:21]([CH3:22])[CH3:23])[cH:19][cH:20]1)([CH3:30])[CH3:31]. The reactants are CCO, CC(Oc1c([N+](=O)[O-])ncc2ccoc12)c1c(Cl)ccc(F)c1Cl, Cl. The product is CC(Oc1c(N)ncc2ccoc12)c1c(Cl)ccc(F)c1Cl. As a reaction SMILES: [CH3:26][CH2:27][OH:28].[Cl:1][c:2]1[c:3]([CH:10]([CH3:11])[O:12][c:13]2[c:14]3[c:15]([cH:16][n:17][c:18]2[N+:19]([O-:20])=[O:21])[cH:22][cH:23][o:24]3)[c:4]([Cl:9])[cH:5][cH:6][c:7]1[F:8].[ClH:25]>>[Cl:1][c:2]1[c:3]([CH:10]([CH3:11])[O:12][c:13]2[c:14]3[c:15]([cH:16][n:17][c:18]2[NH2:19])[cH:22][cH:23][o:24]3)[c:4]([Cl:9])[cH:5][cH:6][c:7]1[F:8]. Solvent: CO (methanol). Starting materials: C(C=O)(=O)O (glyoxylic acid), ClC1=CC(=C(C=C1)N)N (4-chloro-1,2-phenylenediamine). Reaction conditions: time 24 hour. Yields the product ClC=1C=C2N=CC(NC2=CC1)=O (6-Chloro-1,2-dihydroquinoxalin-2-one). Reported procedure: Following the procedure of J. Med. Chem., 24, 93 (1981), glyoxylic acid (29.4 ml) is added to a solution of 4-chloro-1,2-phenylenediamine (38.0 g) and methanol (1.87 L) at 15°. The solution is stirred for 24 hr at 20°-25° and is concentrated. The residue is washed with water (4×608 ml), isopropanol (145 ml), and dried under reduced pressure to give a solid. Two successive recrystallizations from hot (ca 90°) 2-methoxyethanol (1.49 l and 0.927 l) gives the title compound, NMR (DMSO-d6) 12.55, 8.2... RXN SMILES: [C:1]([OH:5])(=O)[CH:2]=O.[Cl:6][C:7]1[CH:12]=[CH:11][C:10]([NH2:13])=[C:9]([NH2:14])[CH:8]=1>CO>[Cl:6][C:7]1[CH:8]=[C:9]2[C:10](=[CH:11][CH:12]=1)[NH:13][C:1](=[O:5])[CH:2]=[N:14]2.